This data is from the Open Reaction Database (ORD), a public repository of structured organic reaction records. The task is: describe an organic reaction: reactants, conditions, products, and yield Starting materials: C(C)OC(=O)[C@H]1CN(C[C@@H]1C(NC1=C(C=C(C=C1)N1C(C=CC=C1)=O)F)=O)C(=O)OC(C)(C)C ((3R,4R)-4-[2-Fluoro-4-(2-oxo-2H-pyridin-1-yl)-phenylcarbamoyl]-pyrrolidine-1,3-dicarboxylic acid 1-tert-butyl ester 3-ethyl ester), Cl (HCl). Solvent: C(C)(C)O (isopropanol). Conditions: temperature 25 celsius, time 2 hour. Yields the product Cl.C(C)OC(=O)[C@H]1CNC[C@@H]1C(NC1=C(C=C(C=C1)N1C(C=CC=C1)=O)F)=O ((3R,4R)-4-[2-Fluoro-4-(2-oxo-2H-pyridin-1-yl)-phenylcarbamoyl]-pyrrolidine-3-carboxylic acid ethyl ester hydrochloride). As a reaction SMILES: [CH2:1]([O:3][C:4]([C@@H:6]1[C@@H:10]([C:11](=[O:27])[NH:12][C:13]2[CH:18]=[CH:17][C:16]([N:19]3[CH:24]=[CH:23][CH:22]=[CH:21][C:20]3=[O:25])=[CH:15][C:14]=2[F:26])[CH2:9][N:8](C(OC(C)(C)C)=O)[CH2:7]1)=[O:5])[CH3:2].[ClH:35]>C(O)(C)C>[ClH:35].[CH2:1]([O:3][C:4]([C@@H:6]1[C@@H:10]([C:11](=[O:27])[NH:12][C:13]2[CH:18]=[CH:17][C:16]([N:19]3[CH:24]=[CH:23][CH:22]=[CH:21][C:20]3=[O:25])=[CH:15][C:14]=2[F:26])[CH2:9][NH:8][CH2:7]1)=[O:5])[CH3:2] |f:3.4|. Procedure: Compound 28b (5.37 g; 11 mmol) is dissolved in 6 N HCl in isopropanol (42 ml) and the mixture is stirred for 2 h at 25° C. The mixture is evaporated to dryness and the crude product is recrystallized from diethylether several times to yield compound 28c as an off-white solid. Yield: 4.89 g (105.2%), ESI-MS: m/z=374 [M+H]+ Starting materials: C1(CCC1)N1CCC(CC1)OC1=CC=C(C=C1)C1(CCOCC1)C(N)=S (4-{4-[(1-cyclobutylpiperidin-4-yl)oxy]phenyl}tetrahydro-2H-pyran-4-carbothioamide), C(C)OC(CBr)OCC (bromoacetaldehyde diethylacetal). Yields the product C1(CCC1)N1CCC(CC1)OC1=CC=C(C=C1)C1(CCOCC1)C=1SC=CN1 (1-cyclobutyl-4-{4-[4-(1,3-thiazol-2-yl)tetrahydro-2H-pyran-4-yl]phenoxy}piperidine). Yield: 39.0%. Reaction SMILES: [CH:1]1([N:5]2[CH2:10][CH2:9][CH:8]([O:11][C:12]3[CH:17]=[CH:16][C:15]([C:18]4([C:24](=[S:26])[NH2:25])[CH2:23][CH2:22][O:21][CH2:20][CH2:19]4)=[CH:14][CH:13]=3)[CH2:7][CH2:6]2)[CH2:4][CH2:3][CH2:2]1.[CH2:27](OC(OCC)CBr)[CH3:28]>>[CH:1]1([N:5]2[CH2:10][CH2:9][CH:8]([O:11][C:12]3[CH:17]=[CH:16][C:15]([C:18]4([C:24]5[S:26][CH:27]=[CH:28][N:25]=5)[CH2:23][CH2:22][O:21][CH2:20][CH2:19]4)=[CH:14][CH:13]=3)[CH2:7][CH2:6]2)[CH2:2][CH2:3][CH2:4]1. Procedure details: The title compound (92 mg, 39%) was prepared from 4-{4-[(1-cyclobutylpiperidin-4-yl)oxy]phenyl}tetrahydro-2H-pyran-4-carbothioamide and bromoacetaldehyde diethylacetal similarly to the procedure used for example 137. 1H NMR (400 MHz, CDCl3) δ 1.66-1.72 (m, 2H), 1.77-1.89 (m, 5H), 1.95-2.04 (m, 4H), 2.11 (m, 1H), 2.36-2.43 (m, 2H), 2.58-2.72 (m, 5H), 3.71 (t, 2H), 3.84-3.88 (m, 2H), 4.27 (m, 1H), 6.84 (d, 2H), 7.23-7.26 (m, 3H), 7.70 (s, 1H). LRMS APCI+ m/z 399 [MH]+.